From a dataset of the Open Reaction Database (ORD), a public repository of structured organic reaction records. describe an organic reaction: reactants, conditions, products, and yield The reactants are CN, CC#N, O=C1N(c2ccccc2)C(=O)N1c1ccccc1. Product: CNC(=O)N(C(=O)Nc1ccccc1)c1ccccc1. RXN SMILES: [CH3:19][NH2:20].[CH3:21][C:22]#[N:23].[c:1]1([N:7]2[C:8](=[O:18])[N:9]([c:12]3[cH:13][cH:14][cH:15][cH:16][cH:17]3)[C:10]2=[O:11])[cH:2][cH:3][cH:4][cH:5][cH:6]1>>[c:1]1([N:7]([C:8]([NH:9][c:12]2[cH:13][cH:14][cH:15][cH:16][cH:17]2)=[O:18])[C:10](=[O:11])[NH:20][CH3:19])[cH:2][cH:3][cH:4][cH:5][cH:6]1.